From a dataset of the Open Reaction Database (ORD), a public repository of structured organic reaction records. describe an organic reaction: reactants, conditions, products, and yield Starting materials: NC=1C=C(C(=O)OC)C=C(C1O)Br (methyl 3-amino-5-bromo-4-hydroxybenzoate), CC(C(=O)O)(C)C (2,2-dimethylpropanoic acid), C1(=CC=CC=C1)P(C1=CC=CC=C1)C1=CC=CC=C1 (triphenylphosphine), ClC(C#N)(Cl)Cl (trichloroacetonitrile). Solvent: C(C)#N (acetonitrile). Run at temperature 150 celsius. The product is BrC1=CC(=CC=2N=C(OC21)C(C)(C)C)C(=O)OC (Methyl 7-bromo-2-tert-butyl-1,3-benzoxazole-5-carboxylate). Yield: 19.3%. Reaction SMILES: [NH2:1][C:2]1[CH:3]=[C:4]([CH:9]=[C:10]([Br:13])[C:11]=1[OH:12])[C:5]([O:7][CH3:8])=[O:6].[CH3:14][C:15]([CH3:20])([CH3:19])[C:16](O)=O.C1(P(C2C=CC=CC=2)C2C=CC=CC=2)C=CC=CC=1.ClC(Cl)(Cl)C#N>C(#N)C>[Br:13][C:10]1[C:11]2[O:12][C:14]([C:15]([CH3:20])([CH3:19])[CH3:16])=[N:1][C:2]=2[CH:3]=[C:4]([C:5]([O:7][CH3:8])=[O:6])[CH:9]=1. Reported procedure: To a solution of methyl 3-amino-5-bromo-4-hydroxybenzoate (2.00 g, 4.06 mmol, 50% purity), 2,2-dimethylpropanoic acid (0.83 g, 8.13 mmol), and solid support triphenylphosphine (75% by weight; 4.26 g, 12.2 mmol) in acetonitrile (20 mL) was added trichloroacetonitrile (815 μL, 8.13 mmol). The mixture was heated in a microwave reactor for 10 min at 150° C. The mixture was cooled to ambient temperature, filtered and concentrated. Purification by silica gel chromatography (100% hexanes→70% hexanes/et... The reactants are C(C1=CC=CC=C1)(C1=CC=CC=C1)N (benzhydrylamine), [N+](=O)([O-])C1=CC=C(C=C1)S(=O)(=O)Cl (4-Nitrobenzenesulfonyl chloride), Cl (hydrochloric acid). Solvent: C(C)N(CC)CC (triethylamine), C(Cl)Cl (methylene chloride), C(Cl)Cl (methylene chloride), O (Water). Reaction conditions: time 69 hour. Product: [N+](=O)([O-])C1=CC=C(C=C1)S(=O)(=O)NC(C1=CC=CC=C1)C1=CC=CC=C1 (N-(4-nitrobenzenesulfonyl)benzhydrylamine). The yield is 91.3%. As a reaction SMILES: [N+:1]([C:4]1[CH:9]=[CH:8][C:7]([S:10](Cl)(=[O:12])=[O:11])=[CH:6][CH:5]=1)([O-:3])=[O:2].[CH:14]([NH2:27])([C:21]1[CH:26]=[CH:25][CH:24]=[CH:23][CH:22]=1)[C:15]1[CH:20]=[CH:19][CH:18]=[CH:17][CH:16]=1.Cl>C(Cl)Cl.O.C(N(CC)CC)C>[N+:1]([C:4]1[CH:9]=[CH:8][C:7]([S:10]([NH:27][CH:14]([C:15]2[CH:20]=[CH:19][CH:18]=[CH:17][CH:16]=2)[C:21]2[CH:26]=[CH:25][CH:24]=[CH:23][CH:22]=2)(=[O:12])=[O:11])=[CH:6][CH:5]=1)([O-:3])=[O:2]. Procedure: 4-Nitrobenzenesulfonyl chloride (2.51 g) was added to a methylene chloride solution (30 ml) containing benzhydrylamine (2.12 g) and triethylamine (1.62 g) under ice cooling, followed by stirring for 3 hours under ice cooling and for 69 hours at room temperature. Water (30 ml), 1 N hydrochloric acid (12 ml) and methylene chloride (5 ml) were added to the reaction mixture, followed by extraction and solution separation, and the aqueous layer was extracted again with methylene chloride (10 ml). The... Reactants: [H-].[Al+3].[Li+].[H-].[H-].[H-] (lithium aluminum hydride), C(C)OC(=O)C=1N(C2=CC=CC=C2C1)C1=CC=C(C=C1)OCCCN1CCCC1 (1-[4-(3-Pyrrolidin-1-ylpropoxy)phenyl]-1H-indole-2-carboxylic acid ethyl ester), O (Water), [OH-].[Na+] (NaOH), O (water). Solvent: C1CCOC1 (THF), C1CCOC1 (THF). Conditions: temperature 60 celsius, time 2 hour. Yields the product N1(CCCC1)CCCOC1=CC=C(C=C1)N1C(=CC2=CC=CC=C12)CO ({1-[4-(3-Pyrrolidin-1-ylpropoxy)phenyl]-1H-indol-2-yl}methanol). The yield is 0.8%. As a reaction SMILES: C([O:3][C:4]([C:6]1[N:7]([C:15]2[CH:20]=[CH:19][C:18]([O:21][CH2:22][CH2:23][CH2:24][N:25]3[CH2:29][CH2:28][CH2:27][CH2:26]3)=[CH:17][CH:16]=2)[C:8]2[C:13]([CH:14]=1)=[CH:12][CH:11]=[CH:10][CH:9]=2)=O)C.[H-].[Al+3].[Li+].[H-].[H-].[H-].O.[OH-].[Na+]>C1COCC1>[N:25]1([CH2:24][CH2:23][CH2:22][O:21][C:18]2[CH:17]=[CH:16][C:15]([N:7]3[C:8]4[C:13](=[CH:12][CH:11]=[CH:10][CH:9]=4)[CH:14]=[C:6]3[CH2:4][OH:3])=[CH:20][CH:19]=2)[CH2:29][CH2:28][CH2:27][CH2:26]1 |f:1.2.3.4.5.6,8.9|. Procedure details: (1-[4-(3-Pyrrolidin-1-ylpropoxy)phenyl]-1H-indole-2-carboxylic acid ethyl ester (0.5 g, 1.27 mmol) was dissolved in THF (10 mL) and added dropwise to lithium aluminum hydride (1.53 mL, 1 M solution in THF, 1.53 mmol) in THF (10 mL). The reaction was stirred at 60° C. for 2 hours. Water (0.3 mL), 2 N NaOH (0.3 mL), and water (0.9 mL) were added, and the solvent was evaporated. The resulting residue was diluted with water and extracted with dichloromethane. The dichloromethane extracts were dried ... Reactants: C(C)(C)(C)OC(=O)NCC(=O)O (t-butyloxycarbonylglycine), CCN=C=NCCCN(C)C (EDAC), C1(CCCCC1)NC1CCCCC1 (dicyclohexylamine), Cl.C(C1=CC=CC=C1)OC(CNC(CN)=O)=O (glycylglycine benzyl ester hydrochloride). The solvent is C(Cl)(Cl)Cl.C(Cl)Cl.C(C)(=O)OCC (chloroform methylene chloride ethyl acetate), C(Cl)(Cl)Cl (chloroform). Yields the product C(C1=CC=CC=C1)OC(CNC(CNC(CNC(=O)OC(C)(C)C)=O)=O)=O (t-butyloxycarbonyl-glycylglycylglycine benzyl ester). Yield: 85.9%. As a reaction SMILES: [C:1]([O:5][C:6]([NH:8][CH2:9][C:10]([OH:12])=O)=[O:7])([CH3:4])([CH3:3])[CH3:2].C1(NC2CCCCC2)CCCCC1.Cl.[CH2:27]([O:34][C:35](=[O:42])[CH2:36][NH:37][C:38](=[O:41])[CH2:39][NH2:40])[C:28]1[CH:33]=[CH:32][CH:31]=[CH:30][CH:29]=1.CCN=C=NCCCN(C)C>C(Cl)(Cl)Cl.C(Cl)Cl.C(OCC)(=O)C.C(Cl)(Cl)Cl>[CH2:27]([O:34][C:35](=[O:42])[CH2:36][NH:37][C:38](=[O:41])[CH2:39][NH:40][C:10](=[O:12])[CH2:9][NH:8][C:6]([O:5][C:1]([CH3:2])([CH3:3])[CH3:4])=[O:7])[C:28]1[CH:29]=[CH:30][CH:31]=[CH:32][CH:33]=1 |f:2.3,5.6.7|. Procedure: In 380 ml of a chloroform/methylene chloride/ethyl acetate (7:5:1 by volume) mixed solvent were dissolved 7.13 g (20 mmol) of t-butyloxycarbonylglycine. dicyclohexylamine and 5.18 g (20 mmol) of glycylglycine benzyl ester hydrochloride obtained in Example 1. To this solution, 50 ml of a chloroform solution containing 4.22 g (20 mmol) of EDAC were added at -5° C. with stirring. The resulting mixture was stirred for 24 hours. The resulting chloroform solution was successively washed twice with a 1...